The task is: describe an organic reaction: reactants, conditions, products, and yield. This data is from the Open Reaction Database (ORD), a public repository of structured organic reaction records. Starting materials: CN=C=S, CCO, CCOP(=O)(OCC)C(Cl)=Cc1cc(N)c(F)cc1Cl. Product: CCOP(=O)(OCC)C(Cl)=Cc1cc(NC(=S)NC)c(F)cc1Cl. As a reaction SMILES: [CH3:1][N:2]=[C:3]=[S:4].[CH3:25][CH2:26][OH:27].[Cl:5][C:6](=[CH:7][c:8]1[c:9]([Cl:16])[cH:10][c:11]([F:15])[c:12]([NH2:14])[cH:13]1)[P:17]([O:18][CH2:19][CH3:20])([O:21][CH2:22][CH3:23])=[O:24]>>[CH3:1][NH:2][C:3](=[S:4])[NH:14][c:12]1[c:11]([F:15])[cH:10][c:9]([Cl:16])[c:8]([CH:7]=[C:6]([Cl:5])[P:17]([O:18][CH2:19][CH3:20])([O:21][CH2:22][CH3:23])=[O:24])[cH:13]1. The product is OC1CN(CCC1)C1=C(C(=O)O)C=C(C=C1)S(NC)(=O)=O (rac-2-(3-Hydroxy-piperidin-1-yl)-5-methylsulfamoyl-benzoic acid). The yield is 15.0%. The reactants are CS(=O)(=O)C=1C=CC(=C(C(=O)O)C1)N1CCCC1 (5-Methanesulfonyl-2-pyrrolidin-1-yl-benzoic acid), ClC1=C(C(=O)O)C=C(C=C1)S(NC)(=O)=O (2-Chloro-5-methylsulfamoyl-benzoic acid), OC1CNCCC1 (rac-3-hydroxy-piperidine). Reaction SMILES: CS(C1C=CC(N2CCCC2)=C(C=1)C(O)=O)(=O)=O.Cl[C:20]1[CH:28]=[CH:27][C:26]([S:29](=[O:33])(=[O:32])[NH:30][CH3:31])=[CH:25][C:21]=1[C:22]([OH:24])=[O:23].[OH:34][CH:35]1[CH2:40][CH2:39][CH2:38][NH:37][CH2:36]1>>[OH:34][CH:35]1[CH2:40][CH2:39][CH2:38][N:37]([C:20]2[CH:28]=[CH:27][C:26]([S:29](=[O:33])(=[O:32])[NH:30][CH3:31])=[CH:25][C:21]=2[C:22]([OH:24])=[O:23])[CH2:36]1. Procedure: The title compound was synthesised according to the procedure described for the synthesis of 5-Methanesulfonyl-2-pyrrolidin-1-yl-benzoic acid (Example S) from 2-Chloro-5-methylsulfamoyl-benzoic acid and rac-3-hydroxy-piperidine and obtained in 15% yield. MS (m/e): 312.9 (MH− 100%). Reactants: O=C([O-])O, ClCCl, S=C(Cl)Cl, [Na+], CN1CCC23c4c5ccc(OCCCONC(=O)c6ccc(N)cc6)c4OC2C(O)C=CC3C1C5. As a reaction SMILES: [C:36](=[O:37])([OH:38])[O-:39].[CH2:45]([Cl:46])[Cl:47].[Cl:41][C:42]([Cl:43])=[S:44].[Na+:40].[O:1]1[c:2]2[c:3]([O:21][CH2:22][CH2:23][CH2:24][O:25][NH:26][C:27]([c:28]3[cH:29][cH:30][c:31]([NH2:34])[cH:32][cH:33]3)=[O:35])[cH:4][cH:5][c:6]3[c:15]2[C:14]24[CH:9]([CH:8]([CH2:7]3)[N:18]([CH3:19])[CH2:17][CH2:16]2)[CH:10]=[CH:11][CH:12]([OH:20])[CH:13]14>>[O:1]1[c:2]2[c:3]([O:21][CH2:22][CH2:23][CH2:24][O:25][NH:26][C:27]([c:28]3[cH:29][cH:30][c:31]([N:34]=[C:42]=[S:44])[cH:32][cH:33]3)=[O:35])[cH:4][cH:5][c:6]3[c:15]2[C:14]24[CH:9]([CH:8]([CH2:7]3)[N:18]([CH3:19])[CH2:17][CH2:16]2)[CH:10]=[CH:11][CH:12]([OH:20])[CH:13]14. Yields the product CN1CCC23c4c5ccc(OCCCONC(=O)c6ccc(N=C=S)cc6)c4OC2C(O)C=CC3C1C5. The reactants are ON1C(CCC1=O)=O (N-hydroxysuccinimide), ClC(COC(=O)Cl)(Cl)Cl (2,2,2-trichloroethylchloroformate). Run in N1=CC=CC=C1 (pyridine). Yields the product C1(CCC(N1)=O)=O.C(OCC(Cl)(Cl)Cl)(O)=O (2,2,2-trichloroethyl carbonate succinimide). RXN SMILES: [OH:1][N:2]1[C:6](=[O:7])[CH2:5][CH2:4][C:3]1=[O:8].[Cl:9][C:10]([Cl:17])([Cl:16])[CH2:11][O:12][C:13](Cl)=[O:14]>N1C=CC=CC=1>[C:3]1(=[O:8])[NH:2][C:6](=[O:7])[CH2:5][CH2:4]1.[C:13](=[O:1])([OH:14])[O:12][CH2:11][C:10]([Cl:17])([Cl:16])[Cl:9] |f:3.4|. Procedure: A 4.6 gram portion of N-hydroxysuccinimide and 5.5 ml. of 2,2,2-trichloroethylchloroformate in 30 ml. of dry pyridine is reacted as described in Example 2. The product is recrystallized from diethyl ether giving 2,2,2-trichloroethyl carbonate succinimide. A 400 mg. portion of this product and 300 mg. of trans-BM123γ are reacted as described in Example 1 giving 273.9 mg. of trichloroacetyl-trans-BM123γ.